This data is from the Open Reaction Database (ORD), a public repository of structured organic reaction records. The task is: describe an organic reaction: reactants, conditions, products, and yield Starting materials: C1(=CC=CC=C1)C1OCC(CO1)(COC(C=C)=O)COC(C=C)=O (2-phenyl-5,5- bis(acryloyloxymethyl)-1,3-dioxane), C([O-])([O-])=O.[K+].[K+] (potassium carbonate), C(C1=CC=CC=C1)=O (benzaldehyde), COC1=CC=C(C=C1)O (4-methoxyphenol), C(C(=O)O)(=O)O (oxalic acid). Run in O (water). The product is C(C=C)(=O)OCC(CO)(CO)COC(C=C)=O (2,2-bis(acryloyloxymethyl)-1,3-propanediol). RXN SMILES: C1(C2[O:12][CH2:11][C:10]([CH2:19][O:20][C:21](=[O:24])[CH:22]=[CH2:23])([CH2:13][O:14][C:15](=[O:18])[CH:16]=[CH2:17])[CH2:9][O:8]2)C=CC=CC=1.COC1C=CC(O)=CC=1.C(O)(=O)C(O)=O.C(=O)([O-])[O-].[K+].[K+].C(=O)C1C=CC=CC=1>O>[C:15]([O:14][CH2:13][C:10]([CH2:19][O:20][C:21](=[O:24])[CH:22]=[CH2:23])([CH2:9][OH:8])[CH2:11][OH:12])(=[O:18])[CH:16]=[CH2:17] |f:3.4.5|. Procedure details: Into a two-liter flask equipped with an agitator, means for steam distillation, and a Claisen head with an efficient condenser was placed 664 g (2 moles) of 2-phenyl-5,5- bis(acryloyloxymethyl)-1,3-dioxane, two grams of 4-methoxyphenol and a hot solution of 8 grams of oxalic acid and 1.6 grams of potassium carbonate in 200 ml water. A slow stream of air was introduced into the steam inlet and the mixture stirred and warmed very slightly until the mixture appeared to be a homogeneous emulsion. St... The reactants are [OH-].[Na+] (sodium hydroxide), CS(=O)(=O)Cl (methanesulfonyl chloride), NC=1C=C(C=CC1)C=1NC(C(C(=O)O)=CC1)=O (6-(3-aminophenyl)-1,2-dihydro-2-oxonicotinic acid), C([O-])(O)=O.[Na+] (sodium bicarbonate). The solvent is C(C)#N (acetonitrile), O (water). The product is CS(=O)(=O)NC=1C=C(C=CC1)C=1NC(C(C(=O)O)=CC1)=O (6-[3-(methylsulfonylamino)phenyl]-1,2-dihydro-2-oxonicotinic acid). The yield is 29.2%. RXN SMILES: [NH2:1][C:2]1[CH:3]=[C:4]([C:8]2[NH:9][C:10](=[O:17])[C:11](=[CH:15][CH:16]=2)[C:12]([OH:14])=[O:13])[CH:5]=[CH:6][CH:7]=1.C(=O)(O)[O-].[Na+].[CH3:23][S:24](Cl)(=[O:26])=[O:25].[OH-].[Na+]>C(#N)C.O>[CH3:23][S:24]([NH:1][C:2]1[CH:3]=[C:4]([C:8]2[NH:9][C:10](=[O:17])[C:11](=[CH:15][CH:16]=2)[C:12]([OH:14])=[O:13])[CH:5]=[CH:6][CH:7]=1)(=[O:26])=[O:25] |f:1.2,4.5|. Reported procedure: A suspension of 1.15 g (5 mmol) of 6-(3-aminophenyl)-1,2-dihydro-2-oxonicotinic acid, 200 ml of water, and 0.42 g (5 mmol) of sodium bicarbonate is stirred at 0°-5° and a solution of 3.6 ml (30 mmol) of methanesulfonyl chloride and 30 ml of acetonitrile is added over a 2 hr. period. During the addition, the pH of the reaction is maintained at 6.9-7.3 with 1 N sodium hydroxide. After the addition, the reaction is stirred at 0°-5° for 2 hrs. The precipitated solid is filtered and dried to give 0.4... The reactants are ClC1=CC=C(C#N)C=C1 (4-chlorobenzonitrile), Cl.NO (hydroxylamine hydrochloride), [OH-].[Na+] (NaOH). Run in CCO (EtOH). Product: ClC1=CC=C(C(=O)NO)C=C1 (4-Chloro-N-hydroxy-benzamide). RXN SMILES: Cl[C:2]1[CH:9]=[CH:8][C:5]([C:6]#N)=[CH:4][CH:3]=1.[ClH:10].[NH2:11][OH:12].[OH-:13].[Na+]>CCO>[Cl:10][C:2]1[CH:9]=[CH:8][C:5]([C:6]([NH:11][OH:12])=[O:13])=[CH:4][CH:3]=1 |f:1.2,3.4|. Procedure details: To a solution of 4-chlorobenzonitrile (10.0 g, 73.0 mmol) in EtOH (250 mL) was added hydroxylamine hydrochloride (5.03 g, 73.0 mmol) and NaOH (2.90 g, 73.0 mmol). The resulting reaction mixture was refluxed for 15 h. After the completion of the reaction (TLC monitoring), the mixture was concentrated, added EtOH and filtered. The filtrate was evaporated in vacuo and used as such for the next step (crude yield 12.0 g, 66%). Reactants: C=CCOc1ccc2c(c1)[n+]([O-])nc(N)[n+]2[O-], CC(C)(C)ON=O, CN(C)C=O. Product: C=CCOc1ccc2c(c1)[n+]([O-])nc[n+]2[O-]. RXN SMILES: [CH2:8]([CH:9]=[CH2:10])[O:11][c:12]1[cH:13][c:14]2[c:15]([n+:16]([O-:22])[c:17]([NH2:21])[n:18][n+:19]2[O-:20])[cH:23][cH:24]1.[N:1]([O:2][C:3]([CH3:4])([CH3:5])[CH3:6])=[O:7].[O:25]=[CH:26][N:27]([CH3:28])[CH3:29]>>[CH2:8]([CH:9]=[CH2:10])[O:11][c:12]1[cH:13][c:14]2[c:15]([n+:16]([O-:22])[cH:17][n:18][n+:19]2[O-:20])[cH:23][cH:24]1. The reactants are ClC1=CC(=CC=2NC(=NC21)NC(C)C)Cl (4,6-Dichloro-2-(isopropylamino)-1H-benzimidazole), C(C)(=O)OC1[C@H](OC(C)=O)[C@H](OC(C)=O)[C@H](O1)COC(C)=O (1,2,3,5-tetra-O-acetyl-ribofuranose), C/C(=N\[Si](C)(C)C)/O[Si](C)(C)C (N,O-bis(trimethylsilyl)acetamide), FC(S(=O)(=O)O[Si](C)(C)C)(F)F (trimethylsilyl trifluoromethanesulfonate). The solvent is ClCCCl (1,2-dichloroethane). Product: ClC1=CC(=CC=2N(C(=NC21)NC(C)C)[C@@H]2[C@@H](OC(C)=O)[C@@H](OC(C)=O)[C@@H](O2)COC(C)=O)Cl (4,6-Dichloro-2-(isopropylamino)-1-(2,3,5-tri-O-acetyl-beta-L-ribofuranosyl)-1H-benzimidazole). The yield is 36.9%. RXN SMILES: [Cl:1][C:2]1[C:10]2[N:9]=[C:8]([NH:11][CH:12]([CH3:14])[CH3:13])[NH:7][C:6]=2[CH:5]=[C:4]([Cl:15])[CH:3]=1.C/C(/O[Si](C)(C)C)=N\[Si](C)(C)C.FC(F)(F)S(O[Si](C)(C)C)(=O)=O.C(O[CH:44]1[O:56][C@H:55]([CH2:57][O:58][C:59](=[O:61])[CH3:60])[C@@H:50]([O:51][C:52](=[O:54])[CH3:53])[C@H:45]1[O:46][C:47](=[O:49])[CH3:48])(=O)C>ClCCCl>[Cl:1][C:2]1[C:10]2[N:9]=[C:8]([NH:11][CH:12]([CH3:13])[CH3:14])[N:7]([C@H:44]3[O:56][C@@H:55]([CH2:57][O:58][C:59](=[O:61])[CH3:60])[C@H:50]([O:51][C:52](=[O:54])[CH3:53])[C@@H:45]3[O:46][C:47](=[O:49])[CH3:48])[C:6]=2[CH:5]=[C:4]([Cl:15])[CH:3]=1. Procedure: 4,6-Dichloro-2-(isopropylamino)-1H-benzimidazole (0.83 g, 3.40 mmol), N,O-bis(trimethylsilyl)acetamide (0.88 mL, 0.72 g, 3.56 mmol), trimethylsilyl trifluoromethanesulfonate (0.43 mL, 0.49 g, 2.20 mmol), 1,2,3,5-tetra-O-acetyl-ribofuranose (1.31 g, 4.12 mmol) and 1,2-dichloroethane (10 mL) were used according to general procedure II. The product was purified by silica gel chromatography using 60:1 dichloromethane/methanol to afford 0.63 g (37%) of a white foam. MS (CI): m/z 502.1 (M+H). Starting materials: BrBr, CC(=O)O, CC(=O)c1cccc([N+](=O)[O-])c1. Product: O=C(CBr)c1cccc([N+](=O)[O-])c1. RXN SMILES: [Br:13][Br:14].[CH3:15][C:16](=[O:17])[OH:18].[N+:1](=[O:2])([O-:3])[c:4]1[cH:5][c:6]([C:10]([CH3:11])=[O:12])[cH:7][cH:8][cH:9]1>>[N+:1](=[O:2])([O-:3])[c:4]1[cH:5][c:6]([C:10]([CH2:11][Br:13])=[O:12])[cH:7][cH:8][cH:9]1.